Dataset: the Open Reaction Database (ORD), a public repository of structured organic reaction records. Task: describe an organic reaction: reactants, conditions, products, and yield Starting materials: NC1=C2N=CN(C2=NC(=N1)SCC(CC)C)CC1=CC=CC=C1 (6-Amino-9-benzyl-2-(2-methylbutyl)thiopurine), BrBr (bromine), S(=S)(=O)([O-])[O-].[Na+].[Na+] (sodium thiosulfate). Solvent: C(Cl)Cl (methylene chloride). Conditions: time 7 hour. Product: NC1=C2N=C(N(C2=NC(=N1)SCC(CC)C)CC1=CC=CC=C1)Br (6-Amino-9-benzyl-8-bromo-2-(2-methylbutyl)thiopurine). The yield is 53.0%. As a reaction SMILES: [NH2:1][C:2]1[N:10]=[C:9]([S:11][CH2:12][CH:13]([CH3:16])[CH2:14][CH3:15])[N:8]=[C:7]2[C:3]=1[N:4]=[CH:5][N:6]2[CH2:17][C:18]1[CH:23]=[CH:22][CH:21]=[CH:20][CH:19]=1.[Br:24]Br.S([O-])([O-])(=O)=S.[Na+].[Na+]>C(Cl)Cl>[NH2:1][C:2]1[N:10]=[C:9]([S:11][CH2:12][CH:13]([CH3:16])[CH2:14][CH3:15])[N:8]=[C:7]2[C:3]=1[N:4]=[C:5]([Br:24])[N:6]2[CH2:17][C:18]1[CH:19]=[CH:20][CH:21]=[CH:22][CH:23]=1 |f:2.3.4|. Procedure: 6-Amino-9-benzyl-2-(2-methylbutyl)thiopurine (60 mg, 0.18 mmol) and bromine (0.4 ml) were dissolved in 90 ml of methylene chloride and the solution was stirred at room temperature for 7 hours. Aqueous sodium thiosulfate was added to the reaction mixture. The organic layer was separated, dried on magnesium sulfate and filtered. The solvent in the filtrate was evaporated in vacuo. The residue was purified with silica gel chromatography (1% methanol/chloroform) to give the subject compound (39 mg, ... Starting materials: C(C=C)NC1=NC(=NC2=CC=C(C(=C12)[N+](=O)[O-])Cl)Cl (4-allylamino-2,6-dichloronitroquinazoline), C(C=C)NCC=C (diallylamine). The solvent is O (Water). The product is C(C=C)NC1=NC(=NC2=CC=C(C=C12)Cl)N(CC=C)CC=C (4-Allylamino-2-diallylamino-6-chloroquinazoline). The yield is 85.1%. RXN SMILES: [CH2:1]([NH:4][C:5]1[C:14]2[C:9](=[CH:10][CH:11]=[C:12]([Cl:18])[C:13]=2[N+]([O-])=O)[N:8]=[C:7](Cl)[N:6]=1)[CH:2]=[CH2:3].[CH2:20]([NH:23][CH2:24][CH:25]=[CH2:26])[CH:21]=[CH2:22]>O>[CH2:1]([NH:4][C:5]1[C:14]2[C:9](=[CH:10][CH:11]=[C:12]([Cl:18])[CH:13]=2)[N:8]=[C:7]([N:23]([CH2:24][CH:25]=[CH2:26])[CH2:20][CH:21]=[CH2:22])[N:6]=1)[CH:2]=[CH2:3]. Procedure details: In a sealed tube were stirred 268 mg (1.06 mmol) of 4-allylamino-2,6-dichloronitroquinazoline and 787 mg (8.10 mmol) of diallylamine at 120° C. for 3 hours. Water was added to the reaction mixture, followed by extraction with ethyl acetate, washing with brine and drying over anhydrous sodium sulfate. After the solvent was distilled off, the residue was purified by silica gel column to give 284 mg (yield: 85.1%) of the title compound. The reactants are BrCCCBr (1,3-dibromopropane), C1(=CC=CC=C1)S (thiophenol), C([O-])([O-])=O.[K+].[K+] (potassium carbonate). Solvent: CC(=O)CC (methylethylketone). Run at time 18 hour. Yields the product BrCCCSC1=CC=CC=C1 (3-Bromopropylphenylsulfide). Reaction SMILES: C(=O)([O-])[O-].[K+].[K+].[Br:7][CH2:8][CH2:9][CH2:10]Br.[C:12]1([SH:18])[CH:17]=[CH:16][CH:15]=[CH:14][CH:13]=1>CC(CC)=O>[Br:7][CH2:8][CH2:9][CH2:10][S:18][C:12]1[CH:17]=[CH:16][CH:15]=[CH:14][CH:13]=1 |f:0.1.2|. Procedure details: Powdered anhydrous potassium carbonate (4.3 kg, 31 moles) was added to a mixture of 1,3-dibromopropane (6.55 kg, 32 moles), thiophenol (1.2 kg, 10.9 moles) and methylethylketone (9 L). The alkylation was carried out under a hood in a 22 liter flask equipped with a mechanical stirrer, heating mantle, and 2 reflux condensers. Nitrogen gas was passed over the top of the condensers. Within 30 minutes the mixture had generated enough heat to attain reflux. Reflux was then maintained for another 30 to... Starting materials: C(C)(=O)OC(C)=O (acetic anhydride), CNCC1(CCCCC1)N1CCCCC1 (1-(1-methylaminomethylcyclohexyl) piperidine). Run in C(=O)O (Formic acid), C(=O)O (formic acid). Reaction conditions: time 1 hour. The product is C(=O)N(C)CC1(CCCCC1)N1CCCCC1 (1-(N-formyl-1-methylaminomethylcyclohexyl) piperidine). RXN SMILES: C(O[C:5](=[O:7])C)(=O)C.[CH3:8][NH:9][CH2:10][C:11]1([N:17]2[CH2:22][CH2:21][CH2:20][CH2:19][CH2:18]2)[CH2:16][CH2:15][CH2:14][CH2:13][CH2:12]1>C(O)=O>[CH:5]([N:9]([CH2:10][C:11]1([N:17]2[CH2:22][CH2:21][CH2:20][CH2:19][CH2:18]2)[CH2:16][CH2:15][CH2:14][CH2:13][CH2:12]1)[CH3:8])=[O:7]. Procedure details: Formic acid 98/100% (13.8 g. 0.3 mole) and acetic anhydride (30.6 g. 0.3 mole) were mixed without cooling and kept at room temp. for 1 hr. 1-(1-methylaminomethylcyclohexyl) piperidine (4.2 g. 0.02 mole) was dissolved in formic acid (15 ml) and the formylating agent (25 ml) added slowly. This produced effervescence and a rise in temp. to 60°. The mixture was allowed to stand at room temp. overnight and the solvents then evaporated under reduced pressure to yield a viscous, amber oil (3.79 g. 80%)... The reactants are [H-].[Na+] (sodium hydride), C(CC(=O)OCC)(=O)OCC (1,3-diethyl propanedioate), ClC=1SC2=C(N1)C=CC=C2 (2-chloro-1,3-benzothiazole). The solvent is O1CCCC1 (tetrahydrofuran). Reaction conditions: time 30 minute. Yields the product S1C(=NC2=C1C=CC=C2)C(C(=O)OCC)C(=O)OCC (1,3-diethyl 2-(1,3-benzothiazol-2-yl)propanedioate). Yield: 96.0%. RXN SMILES: [C:1]([O:9][CH2:10][CH3:11])(=[O:8])[CH2:2][C:3]([O:5][CH2:6][CH3:7])=[O:4].[H-].[Na+].Cl[C:15]1[S:16][C:17]2[CH:23]=[CH:22][CH:21]=[CH:20][C:18]=2[N:19]=1>O1CCCC1>[S:16]1[C:17]2[CH:23]=[CH:22][CH:21]=[CH:20][C:18]=2[N:19]=[C:15]1[CH:2]([C:3]([O:5][CH2:6][CH3:7])=[O:4])[C:1]([O:9][CH2:10][CH3:11])=[O:8] |f:1.2|. Reported procedure: Into a solution of 1,3-diethyl propanedioate (280 g, 1.75 mol, 3.00 equiv) in tetrahydrofuran (1000 mL) in a 2000-mL round-bottom flask purged and maintained with an inert atmosphere of nitrogen was added sodium hydride (46.15 g, 1.92 mol, 2.00 equiv) in portions. After stirring for 30 min at room temperature, 2-chloro-1,3-benzothiazole (100.0 g, 589.51 mmol, 1.00 equiv) was added. The reaction mixture was stirred for 20 h at 70° C. in an oil bath, cooled to room temperature, quenched with sat. ... Reactants: ClC1=NN2C(C(=CC=C2)C2=C(C=CC(=C2)C(F)(F)F)OC)=N1 (2-chloro-8-(2-methoxy-5-trifluoromethyl-phenyl)-[1,2,4]triazolo[1,5-a]pyridine), C(C)(C)(C)OC(=O)N1CC2=CC=C(C=C2CC1)N (6-amino-3,4-dihydro-1H-isoquinoline-2-carboxylic acid tert-butyl ester), 311b. The product is C(C)(C)(C)OC(=O)N1CC2=CC=C(C=C2CC1)NC1=NN2C(C(=CC=C2)C2=C(C=CC(=C2)C(F)(F)F)OC)=N1 (6-[8-(2-Methoxy-5-trifluoromethyl-phenyl)-[1,2,4]triazolo[1,5-a]pyridin-2-ylamino]-3,4-dihydro-1H-isoquinoline-2-carboxylic acid tert-butyl ester). Reaction SMILES: Cl[C:2]1[N:22]=[C:5]2[C:6]([C:10]3[CH:15]=[C:14]([C:16]([F:19])([F:18])[F:17])[CH:13]=[CH:12][C:11]=3[O:20][CH3:21])=[CH:7][CH:8]=[CH:9][N:4]2[N:3]=1.[C:23]([O:27][C:28]([N:30]1[CH2:39][CH2:38][C:37]2[C:32](=[CH:33][CH:34]=[C:35]([NH2:40])[CH:36]=2)[CH2:31]1)=[O:29])([CH3:26])([CH3:25])[CH3:24]>>[C:23]([O:27][C:28]([N:30]1[CH2:39][CH2:38][C:37]2[C:32](=[CH:33][CH:34]=[C:35]([NH:40][C:2]3[N:22]=[C:5]4[C:6]([C:10]5[CH:15]=[C:14]([C:16]([F:19])([F:18])[F:17])[CH:13]=[CH:12][C:11]=5[O:20][CH3:21])=[CH:7][CH:8]=[CH:9][N:4]4[N:3]=3)[CH:36]=2)[CH2:31]1)=[O:29])([CH3:26])([CH3:24])[CH3:25]. Procedure details: 6-[8-(2-Methoxy-5-trifluoromethyl-phenyl)-[1,2,4]triazolo[1,5-a]pyridin-2-ylamino]-3,4-dihydro-1H-isoquinoline-2-carboxylic acid tert-butyl ester was prepared from 2-chloro-8-(2-methoxy-5-trifluoromethyl-phenyl)-[1,2,4]triazolo[1,5-a]pyridine (0.250 g, 0.763 mmol) and 6-amino-3,4-dihydro-1H-isoquinoline-2-carboxylic acid tert-butyl ester (0.284 g, 1.14 mmol) in a manner analogous to Example 311a and 311b to give product. MP=86-90° C. 1H NMR (400 MHz, (D3C)2SO, δ, ppm): 9.59 (s, 1H), 8.78 (d, 1H)...